From a dataset of the Open Reaction Database (ORD), a public repository of structured organic reaction records. describe an organic reaction: reactants, conditions, products, and yield Yields the product BrC=1C=C2CCN(C2=CC1S(=O)(=O)N)CC (5-Bromo-1-ethylindoline-6-sulfonamide). Yield: 51.1%. Procedure: Following a procedure analogous to that for the synthesis of Intermediate 53, 1-acetyl-5-bromoindoline-6-sulfonamide (Intermediate 60A, 110 mg, 0.34 mmol) was converted to the title compound (53 mg, 50%). 1H NMR (DMSO-d6) δ 7.34 (s, 1H), 7.32 (s, 2H), 7.00 (s, 1H), 3.41 (t, J=8.5 Hz, 2H), 3.14 (q, J=7.1 Hz, 2H), 2.95 (t, J=8.5 Hz, 2H), 1.10 (t, J=7.2 Hz, 3H); MS(ESI+) m/z 307.1 (M+H)+. Reaction SMILES: C(N1C2C(=CC(S(N)(=O)=O)=CC=2)CC1)C.[C:16]([N:19]1[C:27]2[C:22](=[CH:23][C:24]([Br:32])=[C:25]([S:28]([NH2:31])(=[O:30])=[O:29])[CH:26]=2)[CH2:21][CH2:20]1)(=O)[CH3:17]>>[Br:32][C:24]1[CH:23]=[C:22]2[C:27](=[CH:26][C:25]=1[S:28]([NH2:31])(=[O:30])=[O:29])[N:19]([CH2:16][CH3:17])[CH2:20][CH2:21]2. Starting materials: C(C)N1CCC2=CC(=CC=C12)S(=O)(=O)N (1-ethylindoline-5-sulfonamide), C(C)(=O)N1CCC2=CC(=C(C=C12)S(=O)(=O)N)Br (1-acetyl-5-bromoindoline-6-sulfonamide), C(C)(=O)N1CCC2=CC(=C(C=C12)S(=O)(=O)N)Br (1-acetyl-5-bromoindoline-6-sulfonamide). Starting materials: O=C1CCC(=O)N1Br, O=C(OOC(=O)c1ccccc1)c1ccccc1, ClC(Cl)(Cl)Cl, Cc1nnnn1-c1ccc(C(=CC2CCCCCC2)C(=O)Nc2nccs2)cc1Cl. Reaction SMILES: [Br:31][N:32]1[C:33](=[O:34])[CH2:35][CH2:36][C:37]1=[O:38].[C:39]([O:40][O:41][C:42](=[O:43])[c:44]1[cH:45][cH:46][cH:47][cH:48][cH:49]1)(=[O:50])[c:51]1[cH:52][cH:53][cH:54][cH:55][cH:56]1.[C:57]([Cl:58])([Cl:59])([Cl:60])[Cl:61].[Cl:1][c:2]1[cH:3][c:4]([C:14]([C:15](=[O:16])[NH:17][c:18]2[s:19][cH:20][cH:21][n:22]2)=[CH:23][CH:24]2[CH2:25][CH2:26][CH2:27][CH2:28][CH2:29][CH2:30]2)[cH:5][cH:6][c:7]1-[n:8]1[n:9][n:10][n:11][c:12]1[CH3:13]>>[Cl:1][c:2]1[cH:3][c:4]([C:14]([C:15](=[O:16])[NH:17][c:18]2[s:19][c:20]([Br:31])[cH:21][n:22]2)=[CH:23][CH:24]2[CH2:25][CH2:26][CH2:27][CH2:28][CH2:29][CH2:30]2)[cH:5][cH:6][c:7]1-[n:8]1[n:9][n:10][n:11][c:12]1[CH3:13]. The product is Cc1nnnn1-c1ccc(C(=CC2CCCCCC2)C(=O)Nc2ncc(Br)s2)cc1Cl. Reactants: CC(C)(C)OC(=O)CNC(=O)C1=C(O)c2cccc(Cl)c2C(C)(C)C1=O, O=C(O)C(F)(F)F. Yields the product CC1(C)C(=O)C(C(=O)NCC(=O)O)=C(O)c2cccc(Cl)c21. As a reaction SMILES: [Cl:1][c:2]1[cH:3][cH:4][cH:5][c:6]2[c:11]1[C:10]([CH3:12])([CH3:13])[C:9](=[O:14])[C:8]([C:15](=[O:16])[NH:17][CH2:18][C:19](=[O:20])[O:21][C:22]([CH3:23])([CH3:24])[CH3:25])=[C:7]2[OH:26].[F:27][C:28]([F:29])([F:30])[C:31]([OH:32])=[O:33]>>[Cl:1][c:2]1[cH:3][cH:4][cH:5][c:6]2[c:11]1[C:10]([CH3:12])([CH3:13])[C:9](=[O:14])[C:8]([C:15](=[O:16])[NH:17][CH2:18][C:19](=[O:20])[OH:21])=[C:7]2[OH:26].